This data is from the Open Reaction Database (ORD), a public repository of structured organic reaction records. The task is: describe an organic reaction: reactants, conditions, products, and yield The reactants are [N+](=O)([O-])C1=CC2=C(OC3=C(N(C2=O)C)C=CC(=C3)C)N=C1 (3-nitro-6,9-dimethylpyrido[2,3-b][1,5]benzoxazepin-5(6H)-one), stannous chloride dihydrate. Solvent: C(C)(=O)O (acetic acid), Cl (hydrochloric acid). Reaction conditions: time 3 hour. Yields the product NC1=CC2=C(OC3=C(N(C2=O)C)C=CC(=C3)C)N=C1 (3-Amino-6,9-dimethylpyrido[2,3-b][1,5]benzoxazepin-5(6H)-one). As a reaction SMILES: [N+:1]([C:4]1[CH:21]=[N:20][C:7]2[O:8][C:9]3[CH:18]=[C:17]([CH3:19])[CH:16]=[CH:15][C:10]=3[N:11]([CH3:14])[C:12](=[O:13])[C:6]=2[CH:5]=1)([O-])=O>C(O)(=O)C.Cl>[NH2:1][C:4]1[CH:21]=[N:20][C:7]2[O:8][C:9]3[CH:18]=[C:17]([CH3:19])[CH:16]=[CH:15][C:10]=3[N:11]([CH3:14])[C:12](=[O:13])[C:6]=2[CH:5]=1. Reported procedure: To a suspension of 3-nitro-6,9-dimethylpyrido[2,3-b][1,5]benzoxazepin-5(6H)-one (1.6 g, 5.6 mmol) in acetic acid (30 ml) was added a solution of stannous chloride dihydrate (10 g, 44 mmol) in conc. hydrochloric acid (13 ml). After stirring the mixture for 3 hours, the precipitated product was filtered and washed with ether. The product was then dissolved in water, basified with 2N sodium hydroxide, extracted with ether and ethyl acetate, dried (anhydrous magnesium sulfate), and concentrated. Cry... Starting materials: C1CCNC1, ClCCl, [Na+], O, Cc1cc(O)ccc1C=O, O=S(=O)([O-])O. Yields the product Cc1cc(O)ccc1CN1CCCC1. Reaction SMILES: [CH2:11]1[CH2:12][CH2:13][NH:14][CH2:15]1.[Cl:23][CH2:24][Cl:25].[Na+:22].[OH2:16].[OH:1][c:2]1[cH:3][c:4]([CH3:10])[c:5]([CH:6]=[O:7])[cH:8][cH:9]1.[S:17](=[O:18])(=[O:19])([OH:20])[O-:21]>>[OH:1][c:2]1[cH:3][c:4]([CH3:10])[c:5]([CH2:6][N:14]2[CH2:13][CH2:12][CH2:11][CH2:15]2)[cH:8][cH:9]1. Reactants: [Al+3], C[NH-], C=CCC(C(=O)O)c1ccc(F)cc1, [H-], [H-], [H-], [H-], [Li+], [Mg+2], O=S(=O)([O-])[O-], C1CCOC1. Yields the product C=CCC(CNC)c1ccc(F)cc1. RXN SMILES: [Al+3:18].[CH3:15][NH-:16].[F:1][c:2]1[cH:3][cH:4][c:5]([CH:8]([C:9]([OH:10])=[O:11])[CH2:12][CH:13]=[CH2:14])[cH:6][cH:7]1.[H-:17].[H-:20].[H-:21].[H-:22].[Li+:19].[Mg+2:23].[O-:24][S:25]([O-:26])(=[O:27])=[O:28].[O:29]1[CH2:30][CH2:31][CH2:32][CH2:33]1>>[F:1][c:2]1[cH:3][cH:4][c:5]([CH:8]([CH2:9][NH:16][CH3:15])[CH2:12][CH:13]=[CH2:14])[cH:6][cH:7]1. Starting materials: C(C1=CC=CC=C1)O (benzyl alcohol), SC(C(=O)O)C (2-mercaptopropionic acid), C1(=CC=C(C=C1)S(=O)(=O)O)C (para-toluene sulphonic acid). The product is C(C1=CC=CC=C1)OC(C(C)S)=O (BENZYL-2-MERCAPTOPROPIONATE). As a reaction SMILES: [CH2:1]([OH:8])[C:2]1[CH:7]=[CH:6][CH:5]=[CH:4][CH:3]=1.[SH:9][CH:10]([CH3:14])[C:11](O)=[O:12].C1(C)C=CC(S(O)(=O)=O)=CC=1>>[CH2:1]([O:8][C:11](=[O:12])[CH:10]([SH:9])[CH3:14])[C:2]1[CH:7]=[CH:6][CH:5]=[CH:4][CH:3]=1. Reported procedure: Into a 100 ml reaction flask equipped with thermometer, reflux condenser, hot plate (equipped with magnetic stirring apparatus) and spin bar are placed 21.6 grams benzyl alcohol; 29.6 grams of 2-mercaptopropionic acid; and 0.5 grams of para-toluene sulphonic acid. Reactants: CC(=O)O[BH-](OC(C)=O)OC(C)=O, CCOC(=O)COc1cccc(C=O)c1, ClCCl, Cl, NCCn1cc(C(c2ccccc2)c2ccccc2)ccc1=O, [Na+]. Yields the product CCOC(=O)COc1cccc(CNCCn2cc(C(c3ccccc3)c3ccccc3)ccc2=O)c1. RXN SMILES: [C:40]([O:41][BH-:42]([O:43][C:44](=[O:45])[CH3:46])[O:47][C:48](=[O:49])[CH3:50])(=[O:51])[CH3:52].[CH:25](=[O:26])[c:27]1[cH:28][c:29]([O:30][CH2:31][C:32](=[O:33])[O:34][CH2:35][CH3:36])[cH:37][cH:38][cH:39]1.[Cl:54][CH2:55][Cl:56].[ClH:1].[NH2:2][CH2:3][CH2:4][n:5]1[c:6](=[O:24])[cH:7][cH:8][c:9]([CH:11]([c:12]2[cH:13][cH:14][cH:15][cH:16][cH:17]2)[c:18]2[cH:19][cH:20][cH:21][cH:22][cH:23]2)[cH:10]1.[Na+:53]>>[NH:2]([CH2:3][CH2:4][n:5]1[c:6](=[O:24])[cH:7][cH:8][c:9]([CH:11]([c:12]2[cH:13][cH:14][cH:15][cH:16][cH:17]2)[c:18]2[cH:19][cH:20][cH:21][cH:22][cH:23]2)[cH:10]1)[CH2:25][c:27]1[cH:28][c:29]([O:30][CH2:31][C:32](=[O:33])[O:34][CH2:35][CH3:36])[cH:37][cH:38][cH:39]1. The reactants are C(C)(C)C1=CC=CC=C1.CNS(=O)=O (4-isopropyl-benzene N-methyl-sulfonamide), C(C)(C)(C)OC(N(CCC)[C@H]1CC2=CC=C(C=C2C1)Br)=O (((S)-5-Bromo-indan-2-yl)-propyl-carbamic acid tert-butyl ester), tris(dibenzylidenaceton) dipalladium(0), C(C)(C)(C)P(C(C)(C)C)C(C)(C)C (tritert.butylphosphine), C1CCC2=CC=CC=C12 (indane). Reagents/catalysts: [H-].[Na+] (sodium hydride). The solvent is FC(F)(F)C1=CC=CC=C1 (trifluoromethylbenzene), FC(F)(F)C1=CC=CC=C1 (trifluoromethylbenzene). Run at temperature 150 celsius, time 1 hour. Product: C(C)(C)(C)OC(N(CCC)[C@H]1CC2=CC=C(C=C2C1)N(C)S(=O)(=O)C1=CC=C(C=C1)C(C)C)=O ({(S)-5-[(4-isopropyl-benzenesulfonyl)-methyl-amino]-indan-2-yl}-propyl-carbamic acid tert-butyl ester). Yield: 302.2%. RXN SMILES: [C:1]([O:5][C:6](=[O:21])[N:7]([C@@H:11]1[CH2:19][C:18]2[C:13](=[CH:14][CH:15]=[C:16](Br)[CH:17]=2)[CH2:12]1)[CH2:8][CH2:9][CH3:10])([CH3:4])([CH3:3])[CH3:2].C(P(C(C)(C)C)C(C)(C)C)(C)(C)C.[CH:35]([C:38]1[CH:43]=[CH:42][CH:41]=[CH:40][CH:39]=1)([CH3:37])[CH3:36].[CH3:44][NH:45][SH:46](=[O:48])=[O:47].C1C2C(=CC=CC=2)CC1>FC(C1C=CC=CC=1)(F)F.[H-].[Na+]>[C:1]([O:5][C:6](=[O:21])[N:7]([C@@H:11]1[CH2:19][C:18]2[C:13](=[CH:14][CH:15]=[C:16]([N:45]([S:46]([C:41]3[CH:42]=[CH:43][C:38]([CH:35]([CH3:37])[CH3:36])=[CH:39][CH:40]=3)(=[O:48])=[O:47])[CH3:44])[CH:17]=2)[CH2:12]1)[CH2:8][CH2:9][CH3:10])([CH3:4])([CH3:3])[CH3:2] |f:2.3,6.7|. Procedure: 0.68 mmol of ((S)-5-Bromo-indan-2-yl)-propyl-carbamic acid tert-butyl ester were dissolved in 2.5 ml of trifluoromethylbenzene. 0.077 mg of tris(dibenzylidenaceton)-dipalladium(0) (0.08 mmol) and 0.068 mg of tritert.butylphosphine (0.34 mmol) were added. 0.362 mg of 4-isopropyl-benzene-N-methyl-sulfonamide (1.7 mmol) dissolved in 2.5 ml of trifluoromethylbenzene were treated with 0.068 mg of sodium hydride (60% in mineral oil), and the resulting suspension added to the indane solution. The react... Starting materials: C(C)(C)(C)OC(NC1(COC(OC1)(C)C)CCC1=CC(=C(C=C1)OCCCC1=CC(=CC=C1)C)C(F)(F)F)=O ([2,2-dimethyl-5-(2-{4-[3-(3-methylphenyl)propoxy]-3-trifluoromethylphenyl}ethyl)-1,3-dioxan-5-yl]carbamic acid t-butyl ester), Cl (hydrochloric acid). Run in C(C)O (ethanol). Run at temperature 80 celsius, time 2 hour. The product is Cl.NC(CO)(CO)CCC1=CC(=C(C=C1)OCCCC1=CC(=CC=C1)C)C(F)(F)F (2-amino-2-(2-{4-[3-(3-methylphenyl)propoxy]-3-trifluoromethylphenyl}ethyl)propane-1,3-diol hydrochloride). RXN SMILES: C(OC(=O)[NH:7][C:8]1([CH2:16][CH2:17][C:18]2[CH:23]=[CH:22][C:21]([O:24][CH2:25][CH2:26][CH2:27][C:28]3[CH:33]=[CH:32][CH:31]=[C:30]([CH3:34])[CH:29]=3)=[C:20]([C:35]([F:38])([F:37])[F:36])[CH:19]=2)[CH2:13][O:12]C(C)(C)[O:10][CH2:9]1)(C)(C)C.[ClH:40]>C(O)C>[ClH:40].[NH2:7][C:8]([CH2:16][CH2:17][C:18]1[CH:23]=[CH:22][C:21]([O:24][CH2:25][CH2:26][CH2:27][C:28]2[CH:33]=[CH:32][CH:31]=[C:30]([CH3:34])[CH:29]=2)=[C:20]([C:35]([F:36])([F:37])[F:38])[CH:19]=1)([CH2:9][OH:10])[CH2:13][OH:12] |f:3.4|. Procedure: Compound 15-3 (720 mg) was dissolved in ethanol (20 ml), concentrated hydrochloric acid (2 ml) was added, and the mixture was stirred at 80° C. for 2 hr. The reaction mixture was concentrated, and the residue was washed with diethyl ether to give the object product (530 mg) as a white powder.